Task: describe an organic reaction: reactants, conditions, products, and yield. Dataset: the Open Reaction Database (ORD), a public repository of structured organic reaction records Reactants: BrC1=CC=C(COC(C(=O)NCC#N)CC(C)C)C=C1 (2-[(4-bromobenzyl)oxy]-N-(cyanomethyl)-4-methylpentanamide), C(C)(C)(C)OC(=O)N1CCN(CC1)C1=CC=C(C=C1)B(O)O (4-[4-(tert-butoxycarbonyl)-1-piperazinyl]phenylboronic acid), ClCCl (dichloromethane), C([O-])([O-])=O.[Na+].[Na+] (sodium carbonate). The reagents and catalysts are C1=CC=C(C=C1)P([C-]2C=CC=C2)C3=CC=CC=C3.C1=CC=C(C=C1)P([C-]2C=CC=C2)C3=CC=CC=C3.Cl[Pd]Cl.[Fe+2] ([1,1′-bis(diphenylphosphino)-ferrocene]dichloropalladium(II)). Solvent: CN(C)C=O (DMF), C(C)OC(C)=O (ethylacetate). Run at temperature 85 celsius, time 8 hour. Product: C(#N)CNC(=O)C(CC(C)C)OCC1=CC=C(C=C1)C1=CC=C(C=C1)N1CCN(CC1)C(=O)OC(C)(C)C (tert-butyl 4-{4′-[(1-{[(cyanomethyl)amino]carbonyl}-3-methylbutoxy)-methyl][1,1 ′-biphenyl]-4-yl}-1-piperazinecarboxylate). RXN SMILES: Br[C:2]1[CH:20]=[CH:19][C:5]([CH2:6][O:7][CH:8]([CH2:15][CH:16]([CH3:18])[CH3:17])[C:9]([NH:11][CH2:12][C:13]#[N:14])=[O:10])=[CH:4][CH:3]=1.[C:21]([O:25][C:26]([N:28]1[CH2:33][CH2:32][N:31]([C:34]2[CH:39]=[CH:38][C:37](B(O)O)=[CH:36][CH:35]=2)[CH2:30][CH2:29]1)=[O:27])([CH3:24])([CH3:23])[CH3:22].C(=O)([O-])[O-].[Na+].[Na+].ClCCl>CN(C=O)C.C(OC(=O)C)C.C1C=CC(P(C2C=CC=CC=2)[C-]2C=CC=C2)=CC=1.C1C=CC(P(C2C=CC=CC=2)[C-]2C=CC=C2)=CC=1.Cl[Pd]Cl.[Fe+2]>[C:13]([CH2:12][NH:11][C:9]([CH:8]([O:7][CH2:6][C:5]1[CH:19]=[CH:20][C:2]([C:37]2[CH:36]=[CH:35][C:34]([N:31]3[CH2:30][CH2:29][N:28]([C:26]([O:25][C:21]([CH3:24])([CH3:23])[CH3:22])=[O:27])[CH2:33][CH2:32]3)=[CH:39][CH:38]=2)=[CH:3][CH:4]=1)[CH2:15][CH:16]([CH3:18])[CH3:17])=[O:10])#[N:14] |f:2.3.4,8.9.10.11|. Procedure details: To 2-[(4-bromobenzyl)oxy]-N-(cyanomethyl)-4-methylpentanamide (646 mg, 1.9 mmoles) in DMF (12.5 mL) was added 4-[4-(tert-butoxycarbonyl)-1-piperazinyl]phenylboronic acid (640 mg, 2.1 mmoles) followed by 2 M aqueous sodium carbonate (2.85 mL, 5.7 mmoles) and finally [1,1′-bis(diphenylphosphino)-ferrocene]dichloropalladium(II), complex with dichloromethane (1:1) (78 mg, 0.1 mmoles). The reaction was stirred overnight at 85° C. and cooled to room temperature prior to taking it up in ethylacetate. T... The reactants are FC1=C(C=C(C=C1)OC)C=1C(=CC(=CC1)OCC1=CC=C(C=C1)OC)C(=O)OCC (ethyl 2′-fluoro-5′-methoxy-4-((4-methoxybenzyl)oxy)biphenyl-2-carboxylate), [H-].[Al+3].[Li+].[H-].[H-].[H-] (lithium aluminum hydride), O.O.O.O.O.O.O.O.O.O.S(=O)(=O)([O-])[O-].[Na+].[Na+] (sodium sulfate decahydrate). Run in C1CCOC1 (THF). Reaction conditions: temperature 0 celsius, time 20 minute. Product: FC1=C(C=C(C=C1)OC)C1=C(C=C(C=C1)OCC1=CC=C(C=C1)OC)CO ((2′-fluoro-5′-methoxy-4-((4-methoxybenzyl)oxy)biphenyl-2-yl)methanol). Isolated yield 79.1%. RXN SMILES: [H-].[Al+3].[Li+].[H-].[H-].[H-].[F:7][C:8]1[CH:13]=[CH:12][C:11]([O:14][CH3:15])=[CH:10][C:9]=1[C:16]1[C:17]([C:32](OCC)=[O:33])=[CH:18][C:19]([O:22][CH2:23][C:24]2[CH:29]=[CH:28][C:27]([O:30][CH3:31])=[CH:26][CH:25]=2)=[CH:20][CH:21]=1.O.O.O.O.O.O.O.O.O.O.S([O-])([O-])(=O)=O.[Na+].[Na+]>C1COCC1>[F:7][C:8]1[CH:13]=[CH:12][C:11]([O:14][CH3:15])=[CH:10][C:9]=1[C:16]1[CH:21]=[CH:20][C:19]([O:22][CH2:23][C:24]2[CH:29]=[CH:28][C:27]([O:30][CH3:31])=[CH:26][CH:25]=2)=[CH:18][C:17]=1[CH2:32][OH:33] |f:0.1.2.3.4.5,7.8.9.10.11.12.13.14.15.16.17.18.19|. Procedure details: To a mixture of lithium aluminum hydride (2.58 g) and THF (300 mL) was added ethyl 2′-fluoro-5′-methoxy-4-((4-methoxybenzyl)oxy)biphenyl-2-carboxylate (18.6 g) at 0° C., and the mixture was stirred at 0° C. for 20 min. To the reaction mixture was added sodium sulfate decahydrate (22.4 g), and the mixture was filtered. The solvent of the filtrate was evaporated under reduced pressure, and the residue was purified by silica gel column chromatography (ethyl acetate/hexane) to give the title compoun... Reaction SMILES: [Cl:45][CH2:46][Cl:47].[O:1]1[CH2:2][O:3][c:4]2[c:5]1[cH:6][cH:7][c:8]([C:10]1([C:13](=[O:14])[NH:15][c:16]3[cH:17][c:18]4[cH:19][c:20]([CH:25]5[N:26]([C:31]([O:32][C:33]([CH3:34])([CH3:35])[CH3:36])=[O:37])[CH2:27][CH2:28][CH2:29][CH2:30]5)[nH:21][c:22]4[cH:23][cH:24]3)[CH2:11][CH2:12]1)[cH:9]2.[OH:38][C:39]([C:40]([F:41])([F:42])[F:43])=[O:44]>>[O:1]1[CH2:2][O:3][c:4]2[c:5]1[cH:6][cH:7][c:8]([C:10]1([C:13](=[O:14])[NH:15][c:16]3[cH:17][c:18]4[cH:19][c:20]([CH:25]5[NH:26][CH2:27][CH2:28][CH2:29][CH2:30]5)[nH:21][c:22]4[cH:23][cH:24]3)[CH2:11][CH2:12]1)[cH:9]2. Product: O=C(Nc1ccc2[nH]c(C3CCCCN3)cc2c1)C1(c2ccc3c(c2)OCO3)CC1. Reactants: ClCCl, CC(C)(C)OC(=O)N1CCCCC1c1cc2cc(NC(=O)C3(c4ccc5c(c4)OCO5)CC3)ccc2[nH]1, O=C(O)C(F)(F)F. Starting materials: Cc1ccc(N=C=S)cc1, NCc1ccccc1N. Product: Cc1ccc(NC2=Nc3ccccc3CN2)cc1. Reaction SMILES: [CH3:10][c:11]1[cH:12][cH:13][c:14]([N:17]=[C:18]=[S:19])[cH:15][cH:16]1.[NH2:1][c:2]1[c:3]([CH2:4][NH2:5])[cH:6][cH:7][cH:8][cH:9]1>>[N:1]1=[C:18]([NH:17][c:14]2[cH:13][cH:12][c:11]([CH3:10])[cH:16][cH:15]2)[NH:5][CH2:4][c:3]2[c:2]1[cH:9][cH:8][cH:7][cH:6]2. Reactants: O=C([O-])[O-], CN(C)C=O, CI, [K+], [K+], O, Cn1nc(O)cc1C(F)(F)F. The product is COc1cc(C(F)(F)F)n(C)n1. As a reaction SMILES: [C:1](=[O:2])([O-:3])[O-:4].[CH3:21][N:22]([CH3:23])[CH:24]=[O:25].[CH3:7][I:8].[K+:5].[K+:6].[OH2:20].[OH:9][c:10]1[n:11][n:12]([CH3:19])[c:13]([C:15]([F:16])([F:17])[F:18])[cH:14]1>>[CH3:1][O:9][c:10]1[n:11][n:12]([CH3:19])[c:13]([C:15]([F:16])([F:17])[F:18])[cH:14]1. Starting materials: CCC1=CC=CC2=C1NC=C2CCO (7-ethyltryptophol), Cl (hydrogen chloride), O=C(CC(=O)OC)CC (methyl 3-oxopentanoate). The yield is 82.7%. As a reaction SMILES: [CH3:1][CH2:2][C:3]1[C:8]2[NH:9][CH:10]=[C:11]([CH2:12][CH2:13][OH:14])[C:7]=2[CH:6]=[CH:5][CH:4]=1.Cl.O=[C:17]([CH2:23][CH3:24])[CH2:18][C:19]([O:21][CH3:22])=[O:20]>C1(C)C=CC=CC=1>[CH2:23]([C:17]1([CH2:18][C:19]([O:21][CH3:22])=[O:20])[C:10]2[NH:9][C:8]3[C:7]([C:11]=2[CH2:12][CH2:13][O:14]1)=[CH:6][CH:5]=[CH:4][C:3]=3[CH2:2][CH3:1])[CH3:24]. Reported procedure: To a solution of 7-ethyltryptophol (12.0 g) in a mixture of methanolic hydrogen chloride (10% w/v, 50.0 ml) and toluene (50 ml), methyl 3-oxopentanoate (9.1 g, 0.07 mole) was added in one lot, at 25° C. The reaction mixture was stirred at 25-30° c for 7 hours. The reaction mixture concentrated to about 20 ml under reduced pressure. Methanol (50 ml) was added to the concentrate and the solution was extracted with hexane (100 ml). Hexane was concentrated to about 20 ml and methanol (10 ml) was add... Conditions: time 7 hour. Yields the product C(C)C1(OCCC2=C1NC1=C(C=CC=C21)CC)CC(=O)OC (Methyl 1,8-diethyl-1,3,4,9-tetrahydropyrano(3,4-b)-indole-1-acetate). The solvent is C1(=CC=CC=C1)C (toluene).